From a dataset of the Open Reaction Database (ORD), a public repository of structured organic reaction records. describe an organic reaction: reactants, conditions, products, and yield Product: C(C1=CC=CC=C1)OC(NCC(NC1CCCCC1)=O)=O (Cyclohexylcarbamoylmethylcarbamic Acid Benzyl Ester). Reported procedure: To a solution of N-(benzyloxycarbonyl)glycine (13.21 g), 1-hydroxybenzotriazole hydrate (9.39 g) in dimethylformamide (92 ml) were added cyclohexylamine (7.95 ml) and 1-(3-dimethylaminopropyl)-3-ethylcarbodiimide hydrochloride (13.32 g), and the mixture was stirred at room temperature for 7 hours. After completion of the reaction, the reaction mixture was extracted with ethyl acetate and washed successively with water, aqueous sodium hydrogencarbonate solution, 10% hydrochloric acid and saturate... Conditions: time 7 hour. Run in CN(C=O)C (dimethylformamide). Starting materials: C(C1=CC=CC=C1)OC(=O)NCC(=O)O (N-(benzyloxycarbonyl)glycine), O.ON1N=NC2=C1C=CC=C2 (1-hydroxybenzotriazole hydrate), C1(CCCCC1)N (cyclohexylamine), Cl.CN(CCCN=C=NCC)C (1-(3-dimethylaminopropyl)-3-ethylcarbodiimide hydrochloride). Isolated yield 94.4%. As a reaction SMILES: [CH2:1]([O:8][C:9]([NH:11][CH2:12][C:13]([OH:15])=O)=[O:10])[C:2]1[CH:7]=[CH:6][CH:5]=[CH:4][CH:3]=1.O.O[N:18]1[C:22]2[CH:23]=[CH:24][CH:25]=[CH:26][C:21]=2N=N1.C1(N)CCCCC1.Cl.CN(C)CCCN=C=NCC>CN(C)C=O>[CH2:1]([O:8][C:9](=[O:10])[NH:11][CH2:12][C:13](=[O:15])[NH:18][CH:22]1[CH2:23][CH2:24][CH2:25][CH2:26][CH2:21]1)[C:2]1[CH:3]=[CH:4][CH:5]=[CH:6][CH:7]=1 |f:1.2,4.5|. Reactants: O=C([O-])[O-], Clc1ccnc(C2=NCCN2)c1, [Cs+], [Cs+], CN(C)C=O, O, CC(C)c1cccc(NC(=O)C=Cc2cccc(O)c2)c1. Product: CC(C)c1cccc(NC(=O)C=Cc2cccc(Oc3ccnc(C4=NCCN4)c3)c2)c1. Reaction SMILES: [C:34](=[O:35])([O-:36])[O-:37].[Cl:22][c:23]1[cH:24][c:25]([C:29]2=[N:33][CH2:32][CH2:31][NH:30]2)[n:26][cH:27][cH:28]1.[Cs+:38].[Cs+:39].[O:40]=[CH:41][N:42]([CH3:43])[CH3:44].[OH2:45].[OH:1][c:2]1[cH:3][c:4]([CH:8]=[CH:9][C:10](=[O:11])[NH:12][c:13]2[cH:14][c:15]([CH:19]([CH3:20])[CH3:21])[cH:16][cH:17][cH:18]2)[cH:5][cH:6][cH:7]1>>[O:1]([c:2]1[cH:3][c:4]([CH:8]=[CH:9][C:10](=[O:11])[NH:12][c:13]2[cH:14][c:15]([CH:19]([CH3:20])[CH3:21])[cH:16][cH:17][cH:18]2)[cH:5][cH:6][cH:7]1)[c:23]1[cH:24][c:25]([C:29]2=[N:33][CH2:32][CH2:31][NH:30]2)[n:26][cH:27][cH:28]1. Starting materials: CCOC(C)=O, Cl[Se]c1ccccc1, O=C1CCC(c2ccccc2)CC1. Yields the product O=C1C=CC(c2ccccc2)CC1. Reaction SMILES: [CH3:22][CH2:23][O:24][C:25](=[O:26])[CH3:27].[c:14]1([Se:15][Cl:16])[cH:17][cH:18][cH:19][cH:20][cH:21]1.[c:1]1([CH:7]2[CH2:8][CH2:9][C:10](=[O:13])[CH2:11][CH2:12]2)[cH:2][cH:3][cH:4][cH:5][cH:6]1>>[c:1]1([CH:7]2[CH:8]=[CH:9][C:10](=[O:13])[CH2:11][CH2:12]2)[cH:2][cH:3][cH:4][cH:5][cH:6]1. Reactants: [Mn](=O)(=O)(=O)[O-].[K+] (potassium permanganate), S([O-])(O)=O.[Na+] (sodium bisulfite), CC1([C@@H](N2[C@H](S1)CC2=O)C(=O)O)C (penicillanic acid), [OH-].[Na+] (sodium hydroxide). Run in CCOCC (ether), O (water), C(C)(=O)O (acetic acid), O (water). Conditions: time 15 minute. The product is CC1([C@@H](N2[C@H](S1(=O)=O)CC2=O)C(=O)O)C (Penicillanic Acid 1,1-Dioxide). The yield is 26.0%. RXN SMILES: [Mn]([O-])(=O)(=O)=O.[K+].[CH3:7][C:8]1([CH3:19])S[C@@H:11]2[CH2:13][C:14](=[O:15])[N:10]2[C@H:9]1[C:16]([OH:18])=[O:17].[OH-].[Na+].[S:22](=[O:25])(O)[O-:23].[Na+]>CCOCC.O.C(O)(=O)C>[CH3:7][C:8]1([CH3:19])[S:22](=[O:25])(=[O:23])[C@@H:11]2[CH2:13][C:14](=[O:15])[N:10]2[C@H:9]1[C:16]([OH:18])=[O:17] |f:0.1,3.4,5.6|. Procedure details: To a mixture of 7,600 ml. of water and 289 ml. of glacial acetic acid was added, portionwise, 379.5 g. of potassium permanganate. This mixture was stirred for 15 minutes, and then it was cooled to 0° l C. To it was then added, with stirring, a mixture which had been prepared from 270 g. of penicillanic acid, 260 ml. of 4 N sodium hydroxide and 2,400 ml. of water (pH 7.2), and which had then been cooled to 8° C. The temperature rose to 15° C. during this latter addition. The temperature of the re... Starting materials: ClC=1C=C(C=O)C=CC1 (3-chloro-benzoaldehyde), CN (methyl amine). Run in C(Cl)Cl (CH2Cl2). Run at time 8 hour. Product: ClC=1C=C(C=CC1)\C=N\C ([1-(3-chloro-phenyl)-meth-(E)-ylidene]-methyl-amine). The yield is 99.8%. Reaction SMILES: [Cl:1][C:2]1[CH:3]=[C:4]([CH:7]=[CH:8][CH:9]=1)[CH:5]=O.[CH3:10][NH2:11]>C(Cl)Cl>[Cl:1][C:2]1[CH:3]=[C:4](/[CH:5]=[N:11]/[CH3:10])[CH:7]=[CH:8][CH:9]=1. Procedure: A mixture of 3-chloro-benzoaldehyde (Aldrich, 97%) (4.21 g, 30.0 mmol) and methyl amine (2.0 M in THF, Aldrich, 22.5 mL, 45.0 mmol) in CH2Cl2 (50 mL) was stirred at rt overnight. The reaction mixture was concentrated and the residue was dried under reduced pressure to afford [[1-(3-chloro-phenyl)-meth-(E)-ylidene]-methyl-amine (4.60 g, 100%) as colorless oil which was used in the next step without further purification. Procedure: To a stirred suspension of methyl 2-amino-6-chloro-3-pyridinecarboxylate (2 g, 10.72 mmol) and sodium bicarbonate (900 mg, 10.72 mmol) in a mixture of methanol (40 mL) and water (20 mL) was added chloroacetaldehyde (50% wt. solution in water, 2.9 mL, 22.51 mmol). The resultant mixture was heated at reflux for 5 hours when more chloroacetaldehyde (50% wt. solution in water, 1.45 mL, 11.25 mmol) was added and heating at reflux continued for 16 hours. The majority of the solvent was then removed in... Conditions: time 16 hour. Product: ClC1=CC=C(C=2N1C=CN2)C(=O)OC (Methyl 5-chloroimidazol[1,2-a]pyridine-8-carboxylate). Isolated yield 58.5%. The solvent is CO (methanol), O (water). Starting materials: resultant mixture, NC1=NC(=CC=C1C(=O)OC)Cl (methyl 2-amino-6-chloro-3-pyridinecarboxylate), C([O-])(O)=O.[Na+] (sodium bicarbonate), ClCC=O (chloroacetaldehyde), ClCC=O (chloroacetaldehyde). Reaction SMILES: [NH2:1][C:2]1[C:7]([C:8]([O:10][CH3:11])=[O:9])=[CH:6][CH:5]=[C:4]([Cl:12])[N:3]=1.C(=O)(O)[O-].[Na+].Cl[CH2:19][CH:20]=O>CO.O>[Cl:12][C:4]1[N:3]2[CH:19]=[CH:20][N:1]=[C:2]2[C:7]([C:8]([O:10][CH3:11])=[O:9])=[CH:6][CH:5]=1 |f:1.2|.